Dataset: the Open Reaction Database (ORD), a public repository of structured organic reaction records. Task: describe an organic reaction: reactants, conditions, products, and yield Starting materials: BrCc1ccccc1, O=C([O-])[O-], CC(C)=O, [K+], [K+], O, CC(=O)c1c(O)cccc1O. Product: CC(=O)c1c(O)cccc1OCc1ccccc1. Reaction SMILES: [Br:18][CH2:19][c:20]1[cH:21][cH:22][cH:23][cH:24][cH:25]1.[C:12](=[O:13])([O-:14])[O-:15].[CH3:27][C:28](=[O:29])[CH3:30].[K+:16].[K+:17].[OH2:26].[OH:1][c:2]1[c:3]([C:9]([CH3:10])=[O:11])[c:4]([OH:8])[cH:5][cH:6][cH:7]1>>[O:1]([c:2]1[c:3]([C:9]([CH3:10])=[O:11])[c:4]([OH:8])[cH:5][cH:6][cH:7]1)[CH2:19][c:20]1[cH:21][cH:22][cH:23][cH:24][cH:25]1. The reactants are N1C=NC=C1 (imidazole), C[Si](C)(C)Cl (trimethylsilyl chloride), O (water), NC1=CC(=C(C(=O)NC2CCN(CC2)CC2CCNCC2)C=C1Cl)OC (4-amino-5-chloro-2-methoxy-N-[1-(4-piperidinylmethyl)-4-piperidinyl]-benzamide). The solvent is CN(C=O)C (dimethylformamide). Reaction conditions: time 20 minute. Product: NC1=CC(=C(C(=O)NC2CCN(CC2)CC2CCN(CC2)C=O)C=C1Cl)OC (4-amino-5-chloro-N- [1-(1-formyl-4-piperidinylmethyl) -4-piperidinyl]-2-methoxybenzamide). As a reaction SMILES: N1[CH:5]=[CH:4][N:3]=[CH:2]1.C[Si](Cl)(C)C.[NH2:11][C:12]1[C:33]([Cl:34])=[CH:32][C:15]([C:16]([NH:18][CH:19]2[CH2:24][CH2:23][N:22]([CH2:25][CH:26]3CCN[CH2:28][CH2:27]3)[CH2:21][CH2:20]2)=[O:17])=[C:14]([O:35][CH3:36])[CH:13]=1.[OH2:37]>CN(C)C=O>[NH2:11][C:12]1[C:33]([Cl:34])=[CH:32][C:15]([C:16]([NH:18][CH:19]2[CH2:24][CH2:23][N:22]([CH2:25][CH:26]3[CH2:5][CH2:4][N:3]([CH:2]=[O:37])[CH2:28][CH2:27]3)[CH2:21][CH2:20]2)=[O:17])=[C:14]([O:35][CH3:36])[CH:13]=1. Reported procedure: To a solution of imidazole (330 mg) in dimethylformamide (0.74 ml) is added trimethylsilyl chloride (0.61 ml) at room temperature, and the mixture is stirred for 20 minutes. To the solution is added 4-amino-5-chloro-2-methoxy-N-[1-(4-piperidinylmethyl)-4-piperidinyl]-benzamide (610 mg), and the mixture is stirred at room temperature for 24 hours. To the reaction mixture is added a small amount of water, and the mixture is concentrated to dryness under reduced pressure. To the residue is added wa... Starting materials: [H-].[Na+] (sodium hydride), ClC1=C(OC(C(C(C)(C)C)O)N2C=NC=C2)C=CC(=C1)Cl (1-(2,4-dichlorophenoxy)-3,3-dimethyl-1-imidazol-1-yl-butan-2-ol), C(C)Br (ethyl bromide). Run in O1CCOCC1 (dioxane), O1CCOCC1 (dioxane). Run at time 3 hour. Yields the product C(C)OC(C(N1C=NC=C1)OC1=C(C=C(C=C1)Cl)Cl)C(C)(C)C (2-ethoxy-1-(2,4-dichlorophenoxy)-3,3-dimethyl-1-imidazol-1-yl-butane). Yield: 28.0%. As a reaction SMILES: [Cl:1][C:2]1[CH:20]=[C:19]([Cl:21])[CH:18]=[CH:17][C:3]=1[O:4][CH:5]([N:12]1[CH:16]=[CH:15][N:14]=[CH:13]1)[CH:6]([OH:11])[C:7]([CH3:10])([CH3:9])[CH3:8].[H-].[Na+].[CH2:24](Br)[CH3:25]>O1CCOCC1>[CH2:24]([O:11][CH:6]([C:7]([CH3:8])([CH3:9])[CH3:10])[CH:5]([O:4][C:3]1[CH:17]=[CH:18][C:19]([Cl:21])=[CH:20][C:2]=1[Cl:1])[N:12]1[CH:16]=[CH:15][N:14]=[CH:13]1)[CH3:25] |f:1.2|. Reported procedure: 33 g (0.1 mol) of 1-(2,4-dichlorophenoxy)-3,3-dimethyl-1-imidazol-1-yl-butan-2-ol were dissolved in 150 ml of dioxane and the solution was added dropwise to 3.5 g of 80% strength sodium hydride in 150 ml of dioxane. The mixture was stirred for 3 hours at room temperature. After addition of 13.1 g (0.12 mol) of ethyl bromide, the mixture was stirred under reflux for further 17 hours. After cooling, the solvent was distilled off in vacuo, the residue was taken up in 600 ml of methylene chloride an... Starting materials: OC1=C(C(=O)NCC2=NC=CC=C2)C=C(C=C1)OCC(F)(F)F (2-hydroxy-N-(2-pyridylmethyl)-5-(2,2,2-trifluoroethoxy)benzamide), [H-].[Na+] (sodium hydride), ClCC(=O)N (2-chloroacetamide), [I-].[Na+] (sodium iodide). Run in O (water), CN(C=O)C (dimethylformamide), CN(C=O)C (dimethylformamide), CN(C=O)C (dimethylformamide). Reaction conditions: temperature 60 celsius, time 30 minute. Yields the product C(N)(=O)COC1=C(C(=O)NCC2=NC=CC=C2)C=C(C=C1)OCC(F)(F)F (2-carbamoylmethoxy-N-(2-pyridylmethyl)-5-(2,2,2-trifluoroethoxy)benzamide). Yield: 71.0%. As a reaction SMILES: [OH:1][C:2]1[CH:17]=[CH:16][C:15]([O:18][CH2:19][C:20]([F:23])([F:22])[F:21])=[CH:14][C:3]=1[C:4]([NH:6][CH2:7][C:8]1[CH:13]=[CH:12][CH:11]=[CH:10][N:9]=1)=[O:5].[H-].[Na+].[I-].[Na+].Cl[CH2:29][C:30]([NH2:32])=[O:31]>CN(C)C=O.O>[C:30]([CH2:29][O:1][C:2]1[CH:17]=[CH:16][C:15]([O:18][CH2:19][C:20]([F:23])([F:21])[F:22])=[CH:14][C:3]=1[C:4]([NH:6][CH2:7][C:8]1[CH:13]=[CH:12][CH:11]=[CH:10][N:9]=1)=[O:5])(=[O:31])[NH2:32] |f:1.2,3.4|. Procedure details: A solution of 6.5 g (0.02 mole) of 2-hydroxy-N-(2-pyridylmethyl)-5-(2,2,2-trifluoroethoxy)benzamide in 20 ml of dimethylformamide was added dropwise to a suspension of 0.021 mole of sodium hydride in 10 ml dimethylformamide. The resulting mixture was stirred at about 25° C. for 30 minutes, at 60° C. for 30 minutes, and then 0.3 g of sodium iodide was added followed by the addition of a solution of 1.7 g (0.018 mole) of 2-chloroacetamide in 15 ml dry dimethylformamide. The reaction mixture was st... The yield is 90.0%. Procedure details: 1 ml of an aqueous solution of 39 mg (0.402 mmol) of sulfamic acid and then 1 ml of an aqueous solution of 37.6 mg (0.416 mmol) of sodium chlorite were added dropwise to a solution of 58.4 mg (0.310 mmol) of 2-(1-phenylcyclopentyl)acetaldehyde [prepared as described in step (v) above] in 1 ml of t-butanol at room temperature, and the resulting mixture was stirred for 1 hour at room temperature, after which it was extracted with methylene chloride. The extract was washed with water and then dried... Starting materials: aqueous solution, S(N)(O)(=O)=O (sulfamic acid), aqueous solution, Cl(=O)[O-].[Na+] (sodium chlorite), C1(=CC=CC=C1)C1(CCCC1)CC=O (2-(1-phenylcyclopentyl)acetaldehyde). Product: C1(=CC=CC=C1)C1(CCCC1)CC(=O)O (2-(1-Phenylcyclopentyl)acetic acid). The solvent is C(C)(C)(C)O (t-butanol). Conditions: time 1 hour. RXN SMILES: S(=O)(=O)(O)N.Cl([O-])=[O:7].[Na+].[C:10]1([C:16]2([CH2:21][CH:22]=[O:23])[CH2:20][CH2:19][CH2:18][CH2:17]2)[CH:15]=[CH:14][CH:13]=[CH:12][CH:11]=1>C(O)(C)(C)C>[C:10]1([C:16]2([CH2:21][C:22]([OH:7])=[O:23])[CH2:20][CH2:19][CH2:18][CH2:17]2)[CH:15]=[CH:14][CH:13]=[CH:12][CH:11]=1 |f:1.2|. Starting materials: [BH4-].[Na+] (sodium borohydride), crude product, Br\C=C\1/CCC[C@@]2(/C(/C(C[C@@H]12)=O)=C/N(C(C)=O)CCC1=CC=CC=C1)C (N-[(1Z)-{(E,3aS,7aR)-7-(bromomethylene)-octahydro-3a-methyl-2-oxoindene-3-ylidene}methyl]-N-phenethylacetamide), Br\C=C\1/CCC[C@@]2(/C(/C(C[C@@H]12)=O)=C/N(C(C)=O)CCC1=CC=CC=C1)C (N-[(1Z)-{(E,3aS,7aR)-7-(bromomethylene)-octahydro-3a-methyl-2-oxoindene-3-ylidene}methyl]-N-phenethylacetamide), S(O)(O)(=O)=O (sulfuric acid). The solvent is CO (methanol), C(C)OCC (diethyl ether), O (water), O1CCCC1 (tetrahydrofuran). Conditions: temperature 70 celsius, time 10 minute. Product: Br\C=C/1\[C@@H]2CC=C([C@]2(CCC1)C)C=O ((3aR,4E,7aS)-4-(bromomethylene)-3a,4,5,6,7,7a-hexahydro-7a-methyl-3H-indene-1-carbaldehyde). Yield: 94.0%. Reaction SMILES: [Br:1]/[CH:2]=[C:3]1\[CH2:4][CH2:5][CH2:6][C@@:7]2([CH3:26])[C@H:11]\1[CH2:10][C:9](=O)/[C:8]/2=[CH:13]\N(CCC1C=CC=CC=1)C(=O)C.[BH4-].[Na+].S(=O)(=O)(O)[OH:30]>CO.O1CCCC1.C(OCC)C.O>[Br:1]/[CH:2]=[C:3]1/[C@H:11]2[C@:7]([CH3:26])([CH2:6][CH2:5][CH2:4]/1)[C:8]([CH:13]=[O:30])=[CH:9][CH2:10]2 |f:1.2|. Reported procedure: The crude product of N-[(1Z)-{(E,3aS,7aR)-7-(bromomethylene)-octahydro-3a-methyl-2-oxoindene-3-ylidene}methyl]-N-phenethylacetamide (Compound 28) (178 mg, 0.428 mmol) was dissolved in methanol (2 ml), and sodium borohydride (20 mg, 0.529 mmol) was added thereto at 0° C. After stirring the resulting mixture for 10 minutes, the solvent was removed by evaporator. The residue was dissolved in ethyl acetate, and the resulting mixture was passed through a small amount of silica gel to obtain a crude p... Reactants: CCc1cnc(N2CCN(C(=O)c3ccc(Br)cc3N3CCCS3(=O)=O)CC2)c(C)c1, O=C1NC(COC(=O)c2ccccc2)CO1. Yields the product CCc1cnc(N2CCN(C(=O)c3ccc(N4C(=O)OCC4COC(=O)c4ccccc4)cc3N3CCCS3(=O)=O)CC2)c(C)c1. As a reaction SMILES: [Br:1][c:2]1[cH:3][c:4]([N:25]2[S:26](=[O:30])(=[O:31])[CH2:27][CH2:28][CH2:29]2)[c:5]([C:8](=[O:9])[N:10]2[CH2:11][CH2:12][N:13]([c:16]3[n:17][cH:18][c:19]([CH2:23][CH3:24])[cH:20][c:21]3[CH3:22])[CH2:14][CH2:15]2)[cH:6][cH:7]1.[O:32]=[C:33]1[O:34][CH2:35][CH:36]([CH2:38][O:39][C:40]([c:41]2[cH:42][cH:43][cH:44][cH:45][cH:46]2)=[O:47])[NH:37]1>>[c:2]1([N:37]2[C:33](=[O:32])[O:34][CH2:35][CH:36]2[CH2:38][O:39][C:40]([c:41]2[cH:42][cH:43][cH:44][cH:45][cH:46]2)=[O:47])[cH:3][c:4]([N:25]2[S:26](=[O:30])(=[O:31])[CH2:27][CH2:28][CH2:29]2)[c:5]([C:8](=[O:9])[N:10]2[CH2:11][CH2:12][N:13]([c:16]3[n:17][cH:18][c:19]([CH2:23][CH3:24])[cH:20][c:21]3[CH3:22])[CH2:14][CH2:15]2)[cH:6][cH:7]1. Reactants: O=C(C1=CC=CC(=C1)C=2C=CC=CC2)N(CCCCCC)CCCCCC. Reagents/catalysts: O1B(OC(C)(C)C1(C)C)B2OC(C)(C)C(O2)(C)C, O=C(NC=1C=CC=CC1C=2C=NC(=CC2)C3=NC=CC=C3)NC4CCCCC4, C[OH2+].C[OH2+].C1CC=CCCC=C1.C1CC=CCCC=C1.[Ir].[Ir]. The solvent is C=1C=C(C=CC1C)C. Reaction conditions: temperature 25 celsius, time 16 hour. Yields the product O=C(C1=CC(=CC(=C1)C=2C=CC=CC2)B3OC(C)(C)C(O3)(C)C)N(CCCCCC)CCCCCC. Isolated yield 99.0%. Reactants: FC1=CC=C(C=C1)C1=CC=C(C=C1)C(=O)O (4′-fluoro-biphenyl-4-carboxylic acid), CN(C=1OC2=C(N1)C=C(C=C2)N)C2CCN(CC2)C (rac-N2-methyl-N2-(1-methyl-piperidin-4-yl)-benzooxazole-2,5-diamine), N1=CC=CC=C1 (pyridine), C(C(=O)Cl)(=O)Cl (oxalyl chloride). The reagents and catalysts are CN(C)C=O (DMF). Run in C(Cl)Cl (CH2Cl2), C(Cl)Cl (CH2Cl2). Run at time 2 hour. The product is CN(C=1OC2=C(N1)C=C(C=C2)NC(=O)C2=CC=C(C=C2)C2=CC=C(C=C2)F)C2CCN(CC2)C (4′-Fluoro-biphenyl-4-carboxylic acid {2-[methyl-(1-methyl-piperidin-4-yl)-amino]-benzooxazol-5-yl}-amide). Isolated yield 38.1%. RXN SMILES: C(Cl)(=O)C(Cl)=O.[F:7][C:8]1[CH:13]=[CH:12][C:11]([C:14]2[CH:19]=[CH:18][C:17]([C:20]([OH:22])=O)=[CH:16][CH:15]=2)=[CH:10][CH:9]=1.[CH3:23][N:24]([CH:35]1[CH2:40][CH2:39][N:38]([CH3:41])[CH2:37][CH2:36]1)[C:25]1[O:26][C:27]2[CH:33]=[CH:32][C:31]([NH2:34])=[CH:30][C:28]=2[N:29]=1.N1C=CC=CC=1>CN(C=O)C.C(Cl)Cl>[CH3:23][N:24]([CH:35]1[CH2:40][CH2:39][N:38]([CH3:41])[CH2:37][CH2:36]1)[C:25]1[O:26][C:27]2[CH:33]=[CH:32][C:31]([NH:34][C:20]([C:17]3[CH:16]=[CH:15][C:14]([C:11]4[CH:10]=[CH:9][C:8]([F:7])=[CH:13][CH:12]=4)=[CH:19][CH:18]=3)=[O:22])=[CH:30][C:28]=2[N:29]=1. Procedure: Add oxalyl chloride (0.16 mL, 1.82 mmol) and 3 drops of DMF to a stirring suspension of 4′-fluoro-biphenyl-4-carboxylic acid (0.197 g, 0.910 mmol) in CH2Cl2 (2.0 mL). Stir the reaction mixture at room temperature for 2 h, Concentrate the mixture in vacuo, add n-hexane, re-concentrate, and re-dissolve in CH2Cl2. Add the resultant 4′-fluoro-biphenyl-4-carbonyl chloride solution to a mixture of rac-N2-methyl-N2-(1-methyl-piperidin-4-yl)-benzooxazole-2,5-diamine (0.158 g, 0.607 mmol) and pyridine (0...